Dataset: the Open Reaction Database (ORD), a public repository of structured organic reaction records. Task: describe an organic reaction: reactants, conditions, products, and yield Starting materials: C1(=CC=CC=C1)N1N=C(C=C1C1=CC=CC=C1)CCC=O (3-(1,5-diphenyl-1H-pyrazol-3-yl)propanal), [BH-](OC(=O)C)(OC(=O)C)OC(=O)C.[Na+] (NaBH(OAc)3), CC1=C(C=CC(=C1)C)N1CCNCC1 (1-(2,4-dimethylphenyl)piperazine), CCN(C(C)C)C(C)C (DIPEA). Product: CC1=C(C=CC(=C1)C)N1CCN(CC1)CCCC1=NN(C(=C1)C1=CC=CC=C1)C1=CC=CC=C1 (1-(2,4-dimethylphenyl)-4-(3-(1,5-diphenyl-1H-pyrazol-3-yl)propyl)piperazine). As a reaction SMILES: [C:1]1([N:7]2[C:11]([C:12]3[CH:17]=[CH:16][CH:15]=[CH:14][CH:13]=3)=[CH:10][C:9]([CH2:18][CH2:19][CH:20]=O)=[N:8]2)[CH:6]=[CH:5][CH:4]=[CH:3][CH:2]=1.[CH3:22][C:23]1[CH:28]=[C:27]([CH3:29])[CH:26]=[CH:25][C:24]=1[N:30]1[CH2:35][CH2:34][NH:33][CH2:32][CH2:31]1.CCN(C(C)C)C(C)C.[BH-](OC(C)=O)(OC(C)=O)OC(C)=O.[Na+]>>[CH3:22][C:23]1[CH:28]=[C:27]([CH3:29])[CH:26]=[CH:25][C:24]=1[N:30]1[CH2:31][CH2:32][N:33]([CH2:20][CH2:19][CH2:18][C:9]2[CH:10]=[C:11]([C:12]3[CH:17]=[CH:16][CH:15]=[CH:14][CH:13]=3)[N:7]([C:1]3[CH:6]=[CH:5][CH:4]=[CH:3][CH:2]=3)[N:8]=2)[CH2:34][CH2:35]1 |f:3.4|. Procedure: 91 mg (64%) of target compound was obtained by using a method same as in Example 1 by using 3-(1,5-diphenyl-1H-pyrazol-3-yl)propanal (80 mg, 0.289 mmol), 1-(2,4-dimethylphenyl)piperazine (55 mg, 0.289 mmol), DIPEA (76 mL, 0.434 mmol) and NaBH(OAc)3 (184 mg, 0.868 mmol).